This data is from the Open Reaction Database (ORD), a public repository of structured organic reaction records. The task is: describe an organic reaction: reactants, conditions, products, and yield The reactants are BrC1=C2C=CC=CC2=C(C2=C1SC(=C2C)C)C2=CC(=C(OS(=O)(=O)C1=CC(=C(C(=O)O)C=C1)O)C(=C2)C)C (4-[4-(9-bromo-2,3-dimethyl-naphtho[2,3-b]thiophen-4-yl)-2,6-dimethyl-phenoxysulfonyl]-2-hydroxy-benzoic acid), C(C)(=O)OC(C)=O (acetic anhydride), [I-].[Mg+2].[I-] (magnesium iodide). The solvent is C(C)OCC (ethyl ether). Yields the product C(C)(=O)OC1=C(C(=O)O)C=CC(=C1)S(=O)(=O)OC1=C(C=C(C=C1C)C1=C2C=CC=CC2=C(C=2SC(=C(C21)C)C)Br)C (2-Acetoxy-4-[4-(9-bromo-2,3-dimethyl-naphtho[2,3-b]thiophen-4-yl)-2,6-dimethyl-phenoxysulfonyl]-benzoic acid). Yield: 76.0%. As a reaction SMILES: [Br:1][C:2]1[C:11]2[S:12][C:13]([CH3:16])=[C:14]([CH3:15])[C:10]=2[C:9]([C:17]2[CH:36]=[C:35]([CH3:37])[C:20]([O:21][S:22]([C:25]3[CH:33]=[CH:32][C:28]([C:29]([OH:31])=[O:30])=[C:27]([OH:34])[CH:26]=3)(=[O:24])=[O:23])=[C:19]([CH3:38])[CH:18]=2)=[C:8]2[C:3]=1[CH:4]=[CH:5][CH:6]=[CH:7]2.[C:39](OC(=O)C)(=[O:41])[CH3:40].[I-].[Mg+2].[I-]>C(OCC)C>[C:39]([O:34][C:27]1[CH:26]=[C:25]([S:22]([O:21][C:20]2[C:35]([CH3:37])=[CH:36][C:17]([C:9]3[C:10]4[C:14]([CH3:15])=[C:13]([CH3:16])[S:12][C:11]=4[C:2]([Br:1])=[C:3]4[C:8]=3[CH:7]=[CH:6][CH:5]=[CH:4]4)=[CH:18][C:19]=2[CH3:38])(=[O:24])=[O:23])[CH:33]=[CH:32][C:28]=1[C:29]([OH:31])=[O:30])(=[O:41])[CH3:40] |f:2.3.4|. Reported procedure: A stirred suspension containing 4-[4-(9-bromo-2,3-dimethyl-naphtho[2,3-b]thiophen-4-yl)-2,6-dimethyl-phenoxysulfonyl]-2-hydroxy-benzoic acid (0.350 g, 0.572 mmol), acetic anhydride (4.55 mL) and magnesium iodide (0.159 g, 0.572 mmol) in anhydrous ethyl ether (10.0 mL, 0.05M) was refluxed for 0.5 h. The reaction was cooled to ambient temperature, quenched with H2O (150 mL), extracted with ether and concentrated. The crude product was dissolved in THF:H2O (1:1, 10 mL) and refluxed for 1 h. The rea...